This data is from the Open Reaction Database (ORD), a public repository of structured organic reaction records. The task is: describe an organic reaction: reactants, conditions, products, and yield The reactants are FC(C(F)(F)F)(F)P(O)(=O)C(C(F)(F)F)(F)F (bis(pentafluoroethyl)phosphinic acid), P(Cl)(Cl)(Cl)(Cl)Cl (phosphorus pentachloride). Reaction conditions: time 30 minute. Product: FC(C(F)(F)F)(F)P(=O)(C(C(F)(F)F)(F)F)Cl (Bis(pentafluoroethyl)phosphinyl chloride). Reaction SMILES: [F:1][C:2]([P:8]([C:11]([F:17])([F:16])[C:12]([F:15])([F:14])[F:13])(=O)[OH:9])([F:7])[C:3]([F:6])([F:5])[F:4].P(Cl)(Cl)(Cl)(Cl)[Cl:19]>>[F:1][C:2]([P:8]([Cl:19])([C:11]([F:17])([F:16])[C:12]([F:15])([F:14])[F:13])=[O:9])([F:7])[C:3]([F:6])([F:5])[F:4]. Procedure: 30.0 g (99.3 mmol) of bis(pentafluoroethyl)phosphinic acid and 20.7 g (99.4 mol) of phosphorus pentachloride are mixed with one another and stirred at room temperature for 30 minutes. Bis(pentafluoroethyl)phosphinyl chloride is isolated from the reaction mixture by fractional distillation. The boiling point is 118-119° C. 23.1 g of a colourless liquid are obtained. The yield is 72.6% of the calculated yield of bis(pentafluoroethyl)phosphinyl chloride. Reactants: COc1ccc(C2CC(=O)c3c(C)coc3C2)cc1, CCO, Cl, Cl, N=C(N)NN, O. Product: COc1ccc(C2CC(=NNC(=N)N)c3c(C)coc3C2)cc1, Cl. Reaction SMILES: [CH3:1][c:2]1[cH:3][o:4][c:5]2[c:6]1[C:7](=[O:19])[CH2:8][CH:9]([c:11]1[cH:12][cH:13][c:14]([O:17][CH3:18])[cH:15][cH:16]1)[CH2:10]2.[CH3:28][CH2:29][OH:30].[ClH:20].[ClH:26].[NH2:21][NH:22][C:23](=[NH:24])[NH2:25].[OH2:27]>>[CH3:1][c:2]1[cH:3][o:4][c:5]2[c:6]1[C:7](=[N:21][NH:22][C:23](=[NH:24])[NH2:25])[CH2:8][CH:9]([c:11]1[cH:12][cH:13][c:14]([O:17][CH3:18])[cH:15][cH:16]1)[CH2:10]2.[ClH:20]. Starting materials: [OH-].[K+] (potassium hydroxide), COC(C)O (methoxyethanol), solid, ClC1=C2C(C(=NN(C2=CC=C1)C1=CC=C(C=C1)Cl)C(=O)OC)=O (methyl 5-chloro-1-(4'-chlorophenyl)-1,4-dihydro-4-oxo-cinnoline-3-carboxylate), Cl (hydrochloric acid). Conditions: temperature 50 celsius, time 1 hour. Product: ClC1=CC=C(C=C1)N1N=C(C(C2=C(C=CC=C12)OCCOC)=O)C(=O)O (1-(4'-chlorophenyl)-1,4-dihydro-5-methoxyethoxy-4-oxo-cinnoline-3-carboxylic acid). The yield is 98.0%. Reaction SMILES: [OH-:1].[K+].[CH3:3][O:4][CH:5](O)[CH3:6].Cl[C:9]1[CH:18]=[CH:17][CH:16]=[C:15]2[C:10]=1[C:11](=[O:30])[C:12]([C:26]([O:28]C)=[O:27])=[N:13][N:14]2[C:19]1[CH:24]=[CH:23][C:22](Cl)=[CH:21][CH:20]=1.[ClH:31]>>[Cl:31][C:18]1[CH:9]=[CH:10][C:15]([N:14]2[C:19]3[C:24](=[C:23]([O:1][CH2:6][CH2:5][O:4][CH3:3])[CH:22]=[CH:21][CH:20]=3)[C:11](=[O:30])[C:12]([C:26]([OH:28])=[O:27])=[N:13]2)=[CH:16][CH:17]=1 |f:0.1|. Reported procedure: A solution of 255 g of potassium hydroxide (3.9 moles, pellets, 85+%) in 3.2 1 of methoxyethanol was stirred at 45° C. as 450 g of solid methyl phenylcinnoline-carboxylate (1.29 moles) from step 3 was added in portions. The reaction vessel was fitted with a distillation head and placed under reduced pressure (approx. 40 mmHg). The reaction was heated at 50° C. for 1 hr., then at 65° C. for 1 hr. to distill off methanol and some methoxyethanol (total volume removed 280 ml). The distillation head ... Reactants: CC(Oc1ccc2c(c1)OCC21C(=O)N(CC2CCCO2)c2ccccc21)C(=O)[O-], Cl, [Li+], C1CCOC1, [OH-], O. Yields the product O=C(O)COc1ccc2c(c1)OCC21C(=O)N(CC2CCCO2)c2ccccc21. Reaction SMILES: [CH3:1][CH:2]([C:3](=[O:4])[O-:5])[O:6][c:7]1[cH:8][c:9]2[c:10]([cH:29][cH:30]1)[C:11]1([CH2:12][O:13]2)[C:14](=[O:28])[N:15]([CH2:22][CH:23]2[O:24][CH2:25][CH2:26][CH2:27]2)[c:16]2[cH:17][cH:18][cH:19][cH:20][c:21]21.[ClH:33].[Li+:31].[O:34]1[CH2:35][CH2:36][CH2:37][CH2:38]1.[OH-:32].[OH2:39]>>[CH2:2]([C:3](=[O:4])[OH:5])[O:6][c:7]1[cH:8][c:9]2[c:10]([cH:29][cH:30]1)[C:11]1([CH2:12][O:13]2)[C:14](=[O:28])[N:15]([CH2:22][CH:23]2[O:24][CH2:25][CH2:26][CH2:27]2)[c:16]2[cH:17][cH:18][cH:19][cH:20][c:21]21. The reactants are COc1ccc(-n2ncc3c(Br)cc(C)cc32)cc1, CC(C)(C)[O-], Cc1ccccc1, COc1ccc(F)cc1C(C)(C)CC(O)(CN)C(F)(F)F, [Na+], O=C(C=Cc1ccccc1)C=Cc1ccccc1, O=C(C=Cc1ccccc1)C=Cc1ccccc1, O=C(C=Cc1ccccc1)C=Cc1ccccc1, [Pd], [Pd]. The product is COc1ccc(-n2ncc3c(NCC(O)(CC(C)(C)c4cc(F)ccc4OC)C(F)(F)F)cc(C)cc32)cc1. As a reaction SMILES: [Br:22][c:23]1[c:24]2[cH:25][n:26][n:27](-[c:33]3[cH:34][cH:35][c:36]([O:39][CH3:40])[cH:37][cH:38]3)[c:28]2[cH:29][c:30]([CH3:32])[cH:31]1.[CH3:41][C:42]([CH3:43])([O-:44])[CH3:45].[CH3:47][c:48]1[cH:49][cH:50][cH:51][cH:52][cH:53]1.[NH2:1][CH2:2][C:3]([C:4]([F:5])([F:6])[F:7])([CH2:8][C:9]([CH3:10])([CH3:11])[c:12]1[c:13]([O:19][CH3:20])[cH:14][cH:15][c:16]([F:18])[cH:17]1)[OH:21].[Na+:46].[O:56]=[C:57]([CH:58]=[CH:59][c:60]1[cH:61][cH:62][cH:63][cH:64][cH:65]1)[CH:66]=[CH:67][c:68]1[cH:69][cH:70][cH:71][cH:72][cH:73]1.[O:74]=[C:75]([CH:76]=[CH:77][c:78]1[cH:79][cH:80][cH:81][cH:82][cH:83]1)[CH:84]=[CH:85][c:86]1[cH:87][cH:88][cH:89][cH:90][cH:91]1.[O:92]=[C:93]([CH:94]=[CH:95][c:96]1[cH:97][cH:98][cH:99][cH:100][cH:101]1)[CH:102]=[CH:103][c:104]1[cH:105][cH:106][cH:107][cH:108][cH:109]1.[Pd:54].[Pd:55]>>[NH:1]([CH2:2][C:3]([C:4]([F:5])([F:6])[F:7])([CH2:8][C:9]([CH3:10])([CH3:11])[c:12]1[c:13]([O:19][CH3:20])[cH:14][cH:15][c:16]([F:18])[cH:17]1)[OH:21])[c:23]1[c:24]2[cH:25][n:26][n:27](-[c:33]3[cH:34][cH:35][c:36]([O:39][CH3:40])[cH:37][cH:38]3)[c:28]2[cH:29][c:30]([CH3:32])[cH:31]1.